From a dataset of the Open Reaction Database (ORD), a public repository of structured organic reaction records. describe an organic reaction: reactants, conditions, products, and yield Reactants: [Li]CCCC (BuLi), [Br-].C(C)(C)[P+](C1=CC=CC=C1)(C1=CC=CC=C1)C1=CC=CC=C1 (isopropyltriphenylphosphonium bromide), [PH5] (phosphorane), O=C1C([C@@H]2CCC=3C4=CC[C@H]([C@@H](CCC=O)C)[C@]4(CCC3[C@]2(CC1)C)C)(C)C (3-oxo-4,4-dimethyl-5α-chola-8,14-dien-24-aldehyde), [Cl-].[NH4+] (ammonium chloride). Solvent: C1CCOC1 (THF), C1CCOC1 (THF). Conditions: time 2 hour. Yields the product C(C)(C)P(C1=CC=CC=C1)(C1=CC=CC=C1)C1=CC=CC=C1 (isopropyltriphenylphosphorane), CC1([C@@H]2CCC=3C4=CC[C@H]([C@@H](CCC=C(C)C)C)[C@]4(CCC3[C@]2(CCC1=O)C)C)C (4,4-dimethyl-5α-cholesta-8,14,24-trien-3-one). Yield: 51.7%. As a reaction SMILES: [Li][CH2:2][CH2:3][CH2:4]C.[Br-].[CH:7]([P+:10]([C:23]1[CH:28]=[CH:27][CH:26]=[CH:25][CH:24]=1)([C:17]1[CH:22]=[CH:21][CH:20]=[CH:19][CH:18]=1)[C:11]1[CH:16]=[CH:15][CH:14]=[CH:13][CH:12]=1)([CH3:9])[CH3:8].[PH5].[O:30]=[C:31]1[CH2:53][CH2:52][C@@:51]2([CH3:54])[C@@H:33]([CH2:34][CH2:35][C:36]3[C:37]4[C@:47]([CH3:55])([CH2:48][CH2:49][C:50]=32)[C@@H:40]([C@H:41]([CH3:46])[CH2:42][CH2:43][CH:44]=O)[CH2:39][CH:38]=4)[C:32]1([CH3:57])[CH3:56].[Cl-].[NH4+]>C1COCC1>[CH:7]([PH:10]([C:23]1[CH:28]=[CH:27][CH:26]=[CH:25][CH:24]=1)([C:11]1[CH:12]=[CH:13][CH:14]=[CH:15][CH:16]=1)[C:17]1[CH:22]=[CH:21][CH:20]=[CH:19][CH:18]=1)([CH3:9])[CH3:8].[CH3:56][C:32]1([CH3:57])[C:31](=[O:30])[CH2:53][CH2:52][C@@:51]2([CH3:54])[C@H:33]1[CH2:34][CH2:35][C:36]1[C:37]3[C@:47]([CH3:55])([CH2:48][CH2:49][C:50]=12)[C@@H:40]([C@H:41]([CH3:46])[CH2:42][CH2:43][CH:44]=[C:3]([CH3:4])[CH3:2])[CH2:39][CH:38]=3 |f:1.2,5.6|. Procedure details: A solution of isopropyltriphenylphosphorane was prepared by addition of BuLi (0.16 ml of 1.6M in hexanes, 0.26 mmol) to a suspension of isopropyltriphenylphosphonium bromide (98 mg, 0.26 mmol) in THF (2 mL) at ice bath temperature. The corresponding deep red phosphorane solution was stirred a further 0.5 hour and then added dropwise via syringe to a solution of 3-oxo-4,4-dimethyl-5α-chola-8,14-dien-24-aldehyde (71 mg, 0.18 mmol) in THF (2ml) at −78° C. and stirred 2 hours before slowly warming t... The reactants are B(Br)(Br)Br (boron tribromide), COC=1C=C(C(=O)NC2=CC3=C(C=C2)OCO3)C=CC1NS(=O)(=O)C (3-Methoxy-4-methanesulfonylamino-N-(3,4-methylenedioxyphenyl)benzamide), CO (Methanol). Solvent: C(Cl)Cl (CH2Cl2). Reaction conditions: time 20 hour. Yields the product OC=1C=C(C(=O)NC2=CC(=C(C=C2)O)O)C=CC1NS(=O)(=O)C (3-Hydroxy-4-methanesulfonylamino-N-(3,4-dihydroxyphenyl)benzamide). Isolated yield 35.0%. RXN SMILES: C[O:2][C:3]1[CH:4]=[C:5]([CH:18]=[CH:19][C:20]=1[NH:21][S:22]([CH3:25])(=[O:24])=[O:23])[C:6]([NH:8][C:9]1[CH:14]=[CH:13][C:12]2[O:15]C[O:17][C:11]=2[CH:10]=1)=[O:7].B(Br)(Br)Br.CO>C(Cl)Cl>[OH:2][C:3]1[CH:4]=[C:5]([CH:18]=[CH:19][C:20]=1[NH:21][S:22]([CH3:25])(=[O:24])=[O:23])[C:6]([NH:8][C:9]1[CH:14]=[CH:13][C:12]([OH:15])=[C:11]([OH:17])[CH:10]=1)=[O:7]. Procedure: To a stirred suspension of 3-Methoxy-4-methanesulfonylamino-N-(3,4-methylenedioxyphenyl)benzamide (200 mg) in dry CH2Cl2 (20 ml) under nitrogen, was added boron tribromide (0.3 ml) then stirring continued for a further 20 hours. Methanol (50 ml) was added carefully, then the solvent evaporated in vacuo to a volume of 1 ml, this was repeated 2 more times. Purification by column chromatography over silica gel eluting with chloroform containing methanol (10-20%) gave 3-Hydroxy-4-methanesulfonylamin...